Task: describe an organic reaction: reactants, conditions, products, and yield. Dataset: the Open Reaction Database (ORD), a public repository of structured organic reaction records The reactants are OC=1C(C2=CC=CC=C2C(C1)=O)=O (2-hydroxy-1,4-naphthoquinone), C(C=C)Br (allylbromide), Formula II, III, IV, [H][H] (hydrogen), O=O (oxygen), OC=1C(C2=CC=CC=C2C(C1)=O)=O (2-hydroxy-1,4-naphthoquinone). Yields the product C(C=C)OC=1C(C2=CC=CC=C2C(C1)=O)=O (2-allyloxy-1,4-naphthoquinone). RXN SMILES: [H][H].O=O.[OH:5][C:6]1[C:7](=[O:17])[C:8]2[C:13]([C:14](=[O:16])[CH:15]=1)=[CH:12][CH:11]=[CH:10][CH:9]=2.[CH2:18](Br)[CH:19]=[CH2:20]>>[CH2:20]([O:5][C:6]1[C:7](=[O:17])[C:8]2[C:13]([C:14](=[O:16])[CH:15]=1)=[CH:12][CH:11]=[CH:10][CH:9]=2)[CH:19]=[CH2:18]. Procedure: The process shown in Scheme 2 can be used for the preparation of compounds in Formula II, III and IV when R7 is not hydrogen and X is oxygen from same starting material 1-1 as shown in Scheme 1. The reaction of 2-hydroxy-1,4-naphthoquinone 1-1 with the appropriate allylbromide gives 2-allyloxy-1,4-naphthoquinone 2-2. Rearrangement of 2-2 in ethanol afford 2-hydroxy-3-allyl-1,4-naphthoquinone 2-3, which can be cyclized by sulfuric acid treatment to form orthonaphthoquinone 2-4. Oxidation of 2-4 w...